Dataset: the Open Reaction Database (ORD), a public repository of structured organic reaction records. Task: describe an organic reaction: reactants, conditions, products, and yield The reactants are CN(CCN1C(CCC2=CC(=CC=C12)[N+](=O)[O-])=O)C (1-(2-(dimethylamino)ethyl)-6-nitro-3,4-dihydroquinolin-2(1H)-one), B (borane). Solvent: C1CCOC1 (THF), C1CCOC1 (THF). Conditions: time 1 day. Product: CN(CCN1CCCC2=CC(=CC=C12)[N+](=O)[O-])C (N,N-Dimethyl-2-(6-nitro-3,4-dihydroquinolin-1(2H)-yl)ethanamine). Isolated yield 63.1%. RXN SMILES: [CH3:1][N:2]([CH3:19])[CH2:3][CH2:4][N:5]1[C:14]2[C:9](=[CH:10][C:11]([N+:15]([O-:17])=[O:16])=[CH:12][CH:13]=2)[CH2:8][CH2:7][C:6]1=O.B>C1COCC1>[CH3:1][N:2]([CH3:19])[CH2:3][CH2:4][N:5]1[C:14]2[C:9](=[CH:10][C:11]([N+:15]([O-:17])=[O:16])=[CH:12][CH:13]=2)[CH2:8][CH2:7][CH2:6]1. Procedure details: A solution of 1-(2-(dimethylamino)ethyl)-6-nitro-3,4-dihydroquinolin-2(1H)-one (1.0 g, 3.80 mmol) in 10 mL THF was cooled to 0° C. and treated with a solution of 1M borane in THF (21.5 mL, 21.50 mmol). The solution was heated at reflux for 6 hours then stirred at room temperature for 1 day. After this time, the mixture was cooled to 0° C. and quenched with methanol (5 mL). The mixture was concentrated, dissolved in methanol (20 mL), stirred at room temperature for 3 days then heated at reflux fo...